The task is: describe an organic reaction: reactants, conditions, products, and yield. This data is from the Open Reaction Database (ORD), a public repository of structured organic reaction records. The reactants are CC(C)(C)OC(=O)NC1CN(Cc2ccccc2)CC1N1CC(F)(F)CCC1=O, CO, O=C[O-], [NH4+]. Yields the product CC(C)(C)OC(=O)NC1CNCC1N1CC(F)(F)CCC1=O. Reaction SMILES: [CH2:1]([c:2]1[cH:3][cH:4][cH:5][cH:6][cH:7]1)[N:8]1[CH2:9][CH:10]([NH:22][C:23]([O:24][C:25]([CH3:26])([CH3:27])[CH3:28])=[O:29])[CH:11]([N:13]2[C:14](=[O:21])[CH2:15][CH2:16][C:17]([F:19])([F:20])[CH2:18]2)[CH2:12]1.[CH3:34][OH:35].[CH:30]([O-:31])=[O:32].[NH4+:33]>>[NH:8]1[CH2:9][CH:10]([NH:22][C:23]([O:24][C:25]([CH3:26])([CH3:27])[CH3:28])=[O:29])[CH:11]([N:13]2[C:14](=[O:21])[CH2:15][CH2:16][C:17]([F:19])([F:20])[CH2:18]2)[CH2:12]1. The reactants are crude product, COC=1C(=C2CCN(CC2=CC1)C(CC1=CC=C(C=C1)[N+](=O)[O-])=O)OCCCCC (1-(6-methoxy-5-pentyloxy-3,4-dihydro-1H-isoquinolin-2-yl)-2 -(4-nitrophenyl)ethanone), [H][H] (hydrogen). The reagents and catalysts are [C].[Pd] (palladium-carbon). Run in C(C)O (ethanol). Product: NC1=CC=C(C=C1)CC(=O)N1CC2=CC=C(C(=C2CC1)OCCCCC)OC (2-(4-aminophenyl)-1-(6-methoxy-5-pentyloxy-3,4-dihydro-1H-isoquinolin-2-yl)ethanone). The yield is 89.0%. RXN SMILES: [CH3:1][O:2][C:3]1[C:4]([O:25][CH2:26][CH2:27][CH2:28][CH2:29][CH3:30])=[C:5]2[C:10](=[CH:11][CH:12]=1)[CH2:9][N:8]([C:13](=[O:24])[CH2:14][C:15]1[CH:20]=[CH:19][C:18]([N+:21]([O-])=O)=[CH:17][CH:16]=1)[CH2:7][CH2:6]2.[H][H]>C(O)C.[C].[Pd]>[NH2:21][C:18]1[CH:19]=[CH:20][C:15]([CH2:14][C:13]([N:8]2[CH2:7][CH2:6][C:5]3[C:10](=[CH:11][CH:12]=[C:3]([O:2][CH3:1])[C:4]=3[O:25][CH2:26][CH2:27][CH2:28][CH2:29][CH3:30])[CH2:9]2)=[O:24])=[CH:16][CH:17]=1 |f:3.4|. Procedure: The crude product of 1-(6-methoxy-5-pentyloxy-3,4-dihydro-1H-isoquinolin-2-yl)-2 -(4-nitrophenyl)ethanone obtained in Example 7-50 was dissolved in ethanol (4 ml), and 10% palladium-carbon catalyst (38 mg) was added to this solution. The reaction mixture was stirred in a stream of hydrogen for 3 hours, and then filtered. The solvent was concentrated under reduced pressure. The obtained residue was purified by column chromatography on silica gel (hexane/ethyl acetate=1/2) to give 2-(4-aminophenyl... Reactants: CC(C)(C)OC(=O)N1CCC(O)(c2ccccc2)CC1, CI, CCOC(C)=O, [H-], [Na+], CN(C)C=O. The product is COC1(c2ccccc2)CCN(C(=O)OC(C)(C)C)CC1. Reaction SMILES: [C:1]([CH3:2])([CH3:3])([CH3:4])[O:5][C:6](=[O:7])[N:8]1[CH2:9][CH2:10][C:11]([c:14]2[cH:15][cH:16][cH:17][cH:18][cH:19]2)([OH:20])[CH2:12][CH2:13]1.[CH3:23][I:24].[CH3:30][CH2:31][O:32][C:33]([CH3:34])=[O:35].[H-:22].[Na+:21].[O:25]=[CH:26][N:27]([CH3:28])[CH3:29]>>[C:1]([CH3:2])([CH3:3])([CH3:4])[O:5][C:6](=[O:7])[N:8]1[CH2:9][CH2:10][C:11]([c:14]2[cH:15][cH:16][cH:17][cH:18][cH:19]2)([O:20][CH3:23])[CH2:12][CH2:13]1. Product: CC(O)C(O)(Cn1cncn1)c1ccc(F)cc1F. The reactants are CC(O[Si](C)(C)C(C)(C)C)C(O)(Cn1cncn1)c1ccc(F)cc1F, CCCC[N+](CCCC)(CCCC)CCCC, C1CCOC1, [F-], O. Reaction SMILES: [C:1]([Si:2]([CH3:3])([CH3:4])[O:6][CH:7]([C:8]([CH2:9][n:10]1[n:11][cH:12][n:13][cH:14]1)([OH:15])[c:16]1[c:17]([F:23])[cH:18][c:19]([F:22])[cH:20][cH:21]1)[CH3:24])([CH3:5])([CH3:25])[CH3:26].[CH2:28]([N+:29]([CH2:30][CH2:31][CH2:32][CH3:33])([CH2:34][CH2:35][CH2:36][CH3:37])[CH2:38][CH2:39][CH2:40][CH3:41])[CH2:42][CH2:43][CH3:44].[CH2:46]1[O:47][CH2:48][CH2:49][CH2:50]1.[F-:27].[OH2:45]>>[OH:6][CH:7]([C:8]([CH2:9][n:10]1[n:11][cH:12][n:13][cH:14]1)([OH:15])[c:16]1[c:17]([F:23])[cH:18][c:19]([F:22])[cH:20][cH:21]1)[CH3:24]. Starting materials: CC=1OC(=C(N1)C)C=1C(NC(N(C1)CCC=O)=O)=O (3-[5-(2,4-Dimethyl-oxazol-5-yl)-2,4-dioxo-3,4-dihydro-2H-pyrimidin-1-yl]-propionaldehyde), FC(C1=CC=C(C=C1)[C@]12CNC[C@@H]2C1)(F)F ((1S,5R)-1-(4-trifluoromethyl-phenyl)-3-aza-bicyclo[3.1.0]hexane), CC(=O)O (AcOH), [BH-](OC(=O)C)(OC(=O)C)OC(=O)C.[Na+] (NaBH(AcO)3), ClC(C)Cl (dichloroethane), solution, [OH-].[Na+] (NaOH). Reaction conditions: temperature 0 celsius, time 30 minute. As a reaction SMILES: [CH3:1][C:2]1[O:3][C:4]([C:8]2[C:9](=[O:19])[NH:10][C:11](=[O:18])[N:12]([CH2:14][CH2:15][CH:16]=O)[CH:13]=2)=[C:5]([CH3:7])[N:6]=1.[F:20][C:21]([F:35])([F:34])[C:22]1[CH:27]=[CH:26][C:25]([C@:28]23[CH2:33][C@H:32]2[CH2:31][NH:30][CH2:29]3)=[CH:24][CH:23]=1.CC(O)=O.[BH-](OC(C)=O)(OC(C)=O)OC(C)=O.[Na+].[OH-].[Na+].[Cl:56]C(Cl)C>>[ClH:56].[CH3:1][C:2]1[O:3][C:4]([C:8]2[C:9](=[O:19])[NH:10][C:11](=[O:18])[N:12]([CH2:14][CH2:15][CH2:16][N:30]3[CH2:31][C@H:32]4[C@:28]([C:25]5[CH:24]=[CH:23][C:22]([C:21]([F:20])([F:35])[F:34])=[CH:27][CH:26]=5)([CH2:33]4)[CH2:29]3)[CH:13]=2)=[C:5]([CH3:7])[N:6]=1 |f:3.4,5.6,8.9|. Product: Cl.CC=1OC(=C(N1)C)C=1C(NC(N(C1)CCCN1C[C@]2(C[C@H]2C1)C1=CC=C(C=C1)C(F)(F)F)=O)=O (5-(2,4-dimethyl-1,3-oxazol-5-yl)-1-(3-{(1S,5R)-1-[4-(trifluoromethyl)phenyl]-3-azabicyclo[3.1.0]hex-3-yl}propyl)-2,4(1H,3H)-pyrimidinedione hydrochloride). Procedure details: To a solution of 3-[5-(2,4-Dimethyl-oxazol-5-yl)-2,4-dioxo-3,4-dihydro-2H-pyrimidin-1-yl]-propionaldehyde (Prep64, 74 mg, 0.28 mmol) in dichloroethane (2 mL), (1S,5R)-1-(4-trifluoromethyl-phenyl)-3-aza-bicyclo[3.1.0]hexane (Prep4, 57.4 mg, 0.25 mmol), AcOH (18.5 mg, 0.28 mmol) and NaBH(AcO)3 (65 mg, 0.31 mmol) were added portionwise at 0° C. The mixture was stirred at 0° C. for further 30 minutes. A 1N solution of NaOH was added and the mixture extracted with EtOAc. The organic phase was treated... The reactants are C1(=CC=C(C=C1)S(=O)(=O)Cl)C (p-toluenesulfonyl chloride), C(C=C)C1=C(C2=CC=CC=C2C=C1)O (2-(2-Propenyl)-1-naphthol), O (water). Solvent: N1=CC=CC=C1 (pyridine). Reaction conditions: time 16 hour. Yields the product C1(=CC=C(C=C1)S(=O)(=O)OCCCC1=C(C2=CC=CC=C2C=C1)OCC1=CC=CC=C1)C (2-(3-p-Toluenesulfonyloxypropyl)-1-benzyloxynaphthalene). Isolated yield 23.0%. RXN SMILES: [CH2:1]([C:4]1[CH:13]=[CH:12][C:11]2[C:6](=[CH:7][CH:8]=[CH:9][CH:10]=2)[C:5]=1[OH:14])[CH:2]=[CH2:3].[C:15]1([CH3:25])[CH:20]=[CH:19][C:18]([S:21](Cl)(=[O:23])=[O:22])=[CH:17][CH:16]=1.[OH2:26]>N1C=CC=CC=1>[C:15]1([CH3:25])[CH:20]=[CH:19][C:18]([S:21]([O:26][CH2:3][CH2:2][CH2:1][C:4]2[CH:13]=[CH:12][C:11]3[C:6](=[CH:7][CH:8]=[CH:9][CH:10]=3)[C:5]=2[O:14][CH2:1][C:4]2[CH:13]=[CH:12][CH:11]=[CH:6][CH:5]=2)(=[O:23])=[O:22])=[CH:17][CH:16]=1. Procedure: A solution of the product of Example 118 Part C (9.10 g. 0.031 mole) in pyridine (150 mL) was stirred at 0° and treated with p-toluenesulfonyl chloride (6.70 g, 0.035 mole). then stirred for 16 hours at room temperature. The solution was poured into water. ,and the mixture extracted with ethyl acetate. The resulting oil was chromatographed with 4:1 hexane/ether to provide the title compound (3.20 g, 23%) as an oil. Product: FC1=C(C=CC(=C1)N)N(CCCCCC)CCCCCC (2-fluoro-N1,N1-di-n-hexylbenzene-1,4-diamine). The reagents and catalysts are [Pd] (Pd/C). Procedure details: To a solution of 2-fluoro-N,N-di-n-hexyl-4-nitroaniline (2.79 g, 8.64 mmol) in MeOH (50 mL) was added catalyst Pd/C (0.28 g). The reaction mixture was stirred at rt under H2 overnight, and filtered. The filtrate was concentrated in vacuo. The residue was purified by a silica gel column chromatography (PE/EtOAc (V/V)=10:1) to give the title compound as pale yellow oil (1.60 g, 63%). The yield is 62.9%. The solvent is CO (MeOH). Reaction conditions: time 8 hour. Reaction SMILES: [F:1][C:2]1[CH:20]=[C:19]([N+:21]([O-])=O)[CH:18]=[CH:17][C:3]=1[N:4]([CH2:11][CH2:12][CH2:13][CH2:14][CH2:15][CH3:16])[CH2:5][CH2:6][CH2:7][CH2:8][CH2:9][CH3:10]>CO.[Pd]>[F:1][C:2]1[CH:20]=[C:19]([NH2:21])[CH:18]=[CH:17][C:3]=1[N:4]([CH2:11][CH2:12][CH2:13][CH2:14][CH2:15][CH3:16])[CH2:5][CH2:6][CH2:7][CH2:8][CH2:9][CH3:10]. Starting materials: FC1=C(N(CCCCCC)CCCCCC)C=CC(=C1)[N+](=O)[O-] (2-fluoro-N,N-di-n-hexyl-4-nitroaniline). The reactants are CCOC(=O)C(C)(C)Cn1ncc2c(C#N)cccc21, CO, Cl, NO, [Na+], O=C([O-])O. Product: CCOC(=O)C(C)(C)Cn1ncc2c(C(=N)NO)cccc21. As a reaction SMILES: [C:1](#[N:2])[c:3]1[c:4]2[cH:5][n:6][n:7]([CH2:12][C:13]([C:14](=[O:15])[O:16][CH2:17][CH3:18])([CH3:19])[CH3:20])[c:8]2[cH:9][cH:10][cH:11]1.[CH3:29][OH:30].[ClH:21].[NH2:22][OH:23].[Na+:28].[O-:24][C:25]([OH:26])=[O:27]>>[C:1](=[NH:2])([c:3]1[c:4]2[cH:5][n:6][n:7]([CH2:12][C:13]([C:14](=[O:15])[O:16][CH2:17][CH3:18])([CH3:19])[CH3:20])[c:8]2[cH:9][cH:10][cH:11]1)[NH:22][OH:23]. The reactants are acid chloride, C(C(O)C(O)C(=O)O)(=O)O (tartaric acid), alkenamines. Run in C1(=CC=CC=C1)C (toluene). The product is C1(C(O)C(O)C(=O)O1)=O (tartaric anhydride). As a reaction SMILES: [C:1]([OH:10])(=[O:9])[CH:2]([CH:4]([C:6]([OH:8])=O)[OH:5])[OH:3]>C1(C)C=CC=CC=1>[C:6]1(=[O:8])[O:10][C:1](=[O:9])[CH:2]([OH:3])[CH:4]1[OH:5]. Procedure: In the first step, a chiral tartaric anhydride is prepared by reaction of three equivalents of an acid chloride with tartaric acid according to the description in JACS 1933, 55, 2605, and is subsequently reacted with alkenamines at temperatures between 120° C. and 160° C. in suitable inert solvents, such as toluene. As a reaction SMILES: C(O[CH:4](OCC)[CH2:5][Cl:6])C.[F:10][C:11]1[CH:24]=[CH:23][CH:22]=[CH:21][C:12]=1[CH2:13][O:14][C:15]([CH3:20])([CH2:18][OH:19])[CH2:16][OH:17].[C:25]1(C)C=CC(S(O)(=O)=O)=CC=1>>[Cl:6][CH2:5][CH2:4][CH:25]1[O:19][CH2:18][C:15]([O:14][CH2:13][C:12]2[CH:21]=[CH:22][CH:23]=[CH:24][C:11]=2[F:10])([CH3:20])[CH2:16][O:17]1. Yields the product ClCCC1OCC(CO1)(C)OCC1=C(C=CC=C1)F (2-(2-Chloroethyl)-5-(2-fluorobenzyloxy)-5-methyl-1,3-dioxane). Procedure details: According to the procedure of Example 47, 8.5 g of chloroacetaldehyde diethyl acetal and 11.0 g of 2-(2-fluorobenzyloxy)-2-methyl-1,3-propanediol were reacted in the presence of 0.02 g of p-toluenesulfonic acid to give, after separation by column chromatography, 5.1 g of t-2-(2-chloroethyl)-r-5-(2-fluorobenzyloxy)-5-methyl-1,3-dioxane, b.p. 130°/0.005 mm, nD25 1.5026; and 4.3 g of c-2-(2-chloroethyl)-r-5-(2-fluorobenzyloxy)-5-methyl-1,3-dioxane, b.p. 120°/0.01 mm; nD25 1.5050. The ir and nmr spe... Reactants: C(C)OC(CCl)OCC (chloroacetaldehyde diethyl acetal), FC1=C(COC(CO)(CO)C)C=CC=C1 (2-(2-fluorobenzyloxy)-2-methyl-1,3-propanediol), C1(=CC=C(C=C1)S(=O)(=O)O)C (p-toluenesulfonic acid).